This data is from the Open Reaction Database (ORD), a public repository of structured organic reaction records. The task is: describe an organic reaction: reactants, conditions, products, and yield The reactants are NNc1ccc(Br)cc1, O=C1CCCC(=O)C1, Cl, O. Yields the product O=C1CCCC(=NNc2ccc(Br)cc2)C1. Reaction SMILES: [Br:2][c:3]1[cH:4][cH:5][c:6]([NH:9][NH2:10])[cH:7][cH:8]1.[C:11]1(=[O:18])[CH2:12][C:13](=[O:17])[CH2:14][CH2:15][CH2:16]1.[ClH:1].[OH2:19]>>[Br:2][c:3]1[cH:4][cH:5][c:6]([NH:9][N:10]=[C:11]2[CH2:12][C:13](=[O:17])[CH2:14][CH2:15][CH2:16]2)[cH:7][cH:8]1. Starting materials: [Si](C)(C)(C)C#N (TMSCN), BrC1=CC(=C(CC2C(N(CC2)C2CCCCC2)=O)C=C1)Cl (3-(4-bromo-2-chlorobenzyl)-1-cyclohexylpyrrolidin-2-one), O (water). Reagents/catalysts: C=1C=CC(=CC1)[P](C=2C=CC=CC2)(C=3C=CC=CC3)[Pd]([P](C=4C=CC=CC4)(C=5C=CC=CC5)C=6C=CC=CC6)([P](C=7C=CC=CC7)(C=8C=CC=CC8)C=9C=CC=CC9)[P](C=1C=CC=CC1)(C=1C=CC=CC1)C=1C=CC=CC1 (Pd(PPh3)4). Run in CCN(CC)CC (Et3N). The product is ClC=1C=C(C#N)C=CC1CC1C(N(CC1)C1CCCCC1)=O (3-Chloro-4-((1-cyclohexyl-2-oxopyrrolidin-3-yl)methyl)benzonitrile). The yield is 98.2%. Reaction SMILES: Br[C:2]1[CH:20]=[CH:19][C:5]([CH2:6][CH:7]2[CH2:11][CH2:10][N:9]([CH:12]3[CH2:17][CH2:16][CH2:15][CH2:14][CH2:13]3)[C:8]2=[O:18])=[C:4]([Cl:21])[CH:3]=1.[Si]([C:26]#[N:27])(C)(C)C.O>CCN(CC)CC.C1C=CC([P]([Pd]([P](C2C=CC=CC=2)(C2C=CC=CC=2)C2C=CC=CC=2)([P](C2C=CC=CC=2)(C2C=CC=CC=2)C2C=CC=CC=2)[P](C2C=CC=CC=2)(C2C=CC=CC=2)C2C=CC=CC=2)(C2C=CC=CC=2)C2C=CC=CC=2)=CC=1>[Cl:21][C:4]1[CH:3]=[C:2]([CH:20]=[CH:19][C:5]=1[CH2:6][CH:7]1[CH2:11][CH2:10][N:9]([CH:12]2[CH2:17][CH2:16][CH2:15][CH2:14][CH2:13]2)[C:8]1=[O:18])[C:26]#[N:27] |^1:39,41,60,79|. Procedure details: Dissolve 3-(4-bromo-2-chlorobenzyl)-1-cyclohexylpyrrolidin-2-one (Example 55) (0.50 g, 1.35 mmol) in Et3N (20 mL) under N2. Add Pd(PPh3)4 (0.32 g, 0.27 mmol), TMSCN (0.40 g, 4.05 mmol) with stirring. Heat the reaction mixture for 24 hours until LC-MS shows the starting material has gone. Cool the reaction to room temperature and add water (20 mL). Extract the aqueous with EtOAc (3×50 mL). Combine the organic layers and dry with Na2SO4, filter, concentrate and purify by flash column chromatograph... Starting materials: ClC=1N=CC2=C(N(CC(C(N2C)=O)(C)C)C2CCCC2)N1 (2-Chloro-9-cyclopentyl-8,9-dihydro-5,7,7-trimethyl-5H-pyrimido[4,5-b][1,4]diazepin-6(7H)-one), C(C1=CC=CC=C1)N (benzylamine), C(C)(C)N(CC)C(C)C (diisopropylethylamine). Reaction conditions: temperature 140 celsius. The product is C(C1=CC=CC=C1)NC=1N=CC2=C(N(CC(C(N2C)=O)(C)C)C2CCCC2)N1 (2-(benzylamino)-9-cyclopentyl-8,9-dihydro-5,7,7-trimethyl-5H-pyrimido[4,5-b][1,4]diazepin-6(7H)-one). Procedure: To 2-Chloro-9-cyclopentyl-8,9-dihydro-5,7,7-trimethyl-5H-pyrimido[4,5-b][1,4]diazepin-6(7H)-one (50 mg, 0.162 mmol) in nbutanol (2 ml), was added benzylamine (71 μl, 0.648 mmol) and diisopropylethylamine (113 μl, 0.648 mmol). The reaction mixture was heated to 140° C. in a microwave for 90 minutes. The crude mixture was concentrated in vacuo and purified by reverse phase preparative HPLC [Waters Sunfire C18, 10 uM, 100 Å column, gradient 10%-95% B (solvent A: 0.05% TFA in water; solvent B: CH3CN... As a reaction SMILES: Cl[C:2]1[N:3]=[CH:4][C:5]2[N:11]([CH3:12])[C:10](=[O:13])[C:9]([CH3:15])([CH3:14])[CH2:8][N:7]([CH:16]3[CH2:20][CH2:19][CH2:18][CH2:17]3)[C:6]=2[N:21]=1.[CH2:22]([NH2:29])[C:23]1[CH:28]=[CH:27][CH:26]=[CH:25][CH:24]=1.C(N(C(C)C)CC)(C)C>>[CH2:22]([NH:29][C:2]1[N:3]=[CH:4][C:5]2[N:11]([CH3:12])[C:10](=[O:13])[C:9]([CH3:15])([CH3:14])[CH2:8][N:7]([CH:16]3[CH2:20][CH2:19][CH2:18][CH2:17]3)[C:6]=2[N:21]=1)[C:23]1[CH:28]=[CH:27][CH:26]=[CH:25][CH:24]=1. Yield: 53.7%. Starting materials: Cl (hydrochloric acid), C1(CC1)C(CC(=O)OCC)C1=NC=NC(=C1)O (ethyl 3-cyclopropyl-3-(6-hydroxypyrimidin-4-yl)propanoate), CN(C)C=O (DMF), C(C(=O)Cl)(=O)Cl (oxalyl dichloride). Solvent: C(C)(=O)OCC (ethyl acetate). Reaction conditions: time 1 hour. Yields the product ClC1=CC(=NC=N1)C(CC(=O)OCC)C1CC1 (ethyl 3-(6-chloropyrimidin-4-yl)-3-cyclopropylpropanoate). Reaction SMILES: [CH:1]1([CH:4]([C:11]2[CH:16]=[C:15](O)[N:14]=[CH:13][N:12]=2)[CH2:5][C:6]([O:8][CH2:9][CH3:10])=[O:7])[CH2:3][CH2:2]1.CN(C=O)C.C(Cl)(=O)C([Cl:26])=O.Cl>C(OCC)(=O)C>[Cl:26][C:15]1[N:14]=[CH:13][N:12]=[C:11]([CH:4]([CH:1]2[CH2:3][CH2:2]2)[CH2:5][C:6]([O:8][CH2:9][CH3:10])=[O:7])[CH:16]=1. Reported procedure: Under a nitrogen atmosphere, to a solution of ethyl 3-cyclopropyl-3-(6-hydroxypyrimidin-4-yl)propanoate (1.00 g) and DMF (66 μL) in ethyl acetate (11 mL) was added oxalyl dichloride (1.11 mL) at 0° C., and the mixture was stirred at room temperature for 1 hr. A small amount of 1N hydrochloric acid was added to the reaction mixture, and the solvent was evaporated under reduced pressure. The residue was purified by silica gel column chromatography (ethyl acetate/hexane) to give the title compound ... Starting materials: [Li]CCCC (n-BuLi), ice water, C1CCOC1 (THF), BrC(=CCC\C=C(\CCCCCCCCC)/C)Br ((E)-1,1-dibromo-6-methyl-1,5-pentadecadiene). Solvent: CCCCCC (n-hexane). Yields the product C\C(=C/CCC#C)\CCCCCCCCC ((E)-6-methyl-5-pentadecen-1-yne). Isolated yield 87.9%. Reaction SMILES: C1COCC1.Br[C:7](Br)=[CH:8][CH2:9][CH2:10]/[CH:11]=[C:12](\[CH3:22])/[CH2:13][CH2:14][CH2:15][CH2:16][CH2:17][CH2:18][CH2:19][CH2:20][CH3:21].[Li]CCCC>CCCCCC>[CH3:22]/[C:12](/[CH2:13][CH2:14][CH2:15][CH2:16][CH2:17][CH2:18][CH2:19][CH2:20][CH3:21])=[CH:11]\[CH2:10][CH2:9][C:8]#[CH:7]. Reported procedure: To a stirred and cooled THF (400 ml) solution of the (E)-1,1-dibromo-6-methyl-1,5-pentadecadiene (6) (37.0 g, 97.6 mmols), an n-hexane solution of n-BuLi (1.5 M, 150 ml, 225 mmols) was added dropwise at −70° C. under an Ar gas. The mixture was stirred for 1 hour at −70° C. and for 1.5 hours at room temperature. Then, the reaction mixture was poured into 1.5 liters of ice water, and extracted with n-hexane. The hexane solution was washed with water, dried with sodium sulfate, and concentrated in ... The reactants are CC(C)(C)[Si](Cl)(c1ccccc1)c1ccccc1, ClCCl, OCc1cccc(I)c1, c1c[nH]cn1. The product is CC(C)(C)[Si](OCc1cccc(I)c1)(c1ccccc1)c1ccccc1. As a reaction SMILES: [C:15]([CH3:16])([CH3:17])([CH3:18])[Si:19]([c:20]1[cH:21][cH:22][cH:23][cH:24][cH:25]1)([c:26]1[cH:27][cH:28][cH:29][cH:30][cH:31]1)[Cl:32].[Cl:33][CH2:34][Cl:35].[I:1][c:2]1[cH:3][c:4]([CH2:5][OH:6])[cH:7][cH:8][cH:9]1.[nH:10]1[cH:11][cH:12][n:13][cH:14]1>>[I:1][c:2]1[cH:3][c:4]([CH2:5][O:6][Si:19]([C:15]([CH3:16])([CH3:17])[CH3:18])([c:20]2[cH:21][cH:22][cH:23][cH:24][cH:25]2)[c:26]2[cH:27][cH:28][cH:29][cH:30][cH:31]2)[cH:7][cH:8][cH:9]1. Starting materials: CC(C)(C)OC(=O)N1CCC(Oc2cc(C(C)(C)C)ccc2C(=O)Cl)CC1, Cc1ccc(NC(=O)c2cc(Cl)ccc2N)nc1. Yields the product Cc1ccc(NC(=O)c2cc(Cl)ccc2NC(=O)c2ccc(C(C)(C)C)cc2OC2CCN(C(=O)OC(C)(C)C)CC2)nc1. RXN SMILES: [C:1]([CH3:2])([CH3:3])([CH3:4])[c:5]1[cH:6][c:7]([O:14][CH:15]2[CH2:16][CH2:17][N:18]([C:21](=[O:22])[O:23][C:24]([CH3:25])([CH3:26])[CH3:27])[CH2:19][CH2:20]2)[c:8]([C:9](=[O:10])[Cl:11])[cH:12][cH:13]1.[CH3:28][c:29]1[cH:30][cH:31][c:32]([NH:35][C:36]([c:37]2[c:38]([NH2:44])[cH:39][cH:40][c:41]([Cl:43])[cH:42]2)=[O:45])[n:33][cH:34]1>>[C:1]([CH3:2])([CH3:3])([CH3:4])[c:5]1[cH:6][c:7]([O:14][CH:15]2[CH2:16][CH2:17][N:18]([C:21](=[O:22])[O:23][C:24]([CH3:25])([CH3:26])[CH3:27])[CH2:19][CH2:20]2)[c:8]([C:9](=[O:10])[NH:44][c:38]2[c:37]([C:36]([NH:35][c:32]3[cH:31][cH:30][c:29]([CH3:28])[cH:34][n:33]3)=[O:45])[cH:42][c:41]([Cl:43])[cH:40][cH:39]2)[cH:12][cH:13]1. Product: O=C1C(Cc2ccc(O)cc2Cl)CCN1C1CCc2n[nH]cc2C1. Reactants: BrB(Br)Br, COc1ccc(CC2CCN(C3CCc4n[nH]cc4C3)C2=O)c(Cl)c1, ClCCl, CC(Cl)Cl. Reaction SMILES: [B:26]([Br:27])([Br:28])[Br:29].[Cl:1][c:2]1[c:3]([CH2:4][CH:5]2[C:6](=[O:19])[N:7]([CH:10]3[CH2:11][c:12]4[cH:13][nH:14][n:15][c:16]4[CH2:17][CH2:18]3)[CH2:8][CH2:9]2)[cH:20][cH:21][c:22]([O:24][CH3:25])[cH:23]1.[Cl:30][CH2:31][Cl:32].[Cl:33][CH:34]([Cl:35])[CH3:36]>>[Cl:1][c:2]1[c:3]([CH2:4][CH:5]2[C:6](=[O:19])[N:7]([CH:10]3[CH2:11][c:12]4[cH:13][nH:14][n:15][c:16]4[CH2:17][CH2:18]3)[CH2:8][CH2:9]2)[cH:20][cH:21][c:22]([OH:24])[cH:23]1. Reactants: Cl.CC1(CCNCC1)C(=O)OC (methyl 4-methylpiperidine-4-carboxylate hydrochloride), ClC=1C=CC(=C(C1)C1=NN(C=C1NC(=O)C=1C=NN2C1N=CC=C2)CC(=O)N2CCN(CC2)CCN2CCC(CC2)C(=O)OCC)OC(F)F (ethyl 1-[2-[4-(2-[3-[5-chloro-2-(difluoromethoxy)phenyl]-4-[pyrazolo[1,5-a]pyrimidine-3-amido]-1H-pyrazol-1-yl]acetyl)piperazin-1-yl]ethyl]piperidine-4-carboxylate). The product is C(=O)O.ClC=1C=CC(=C(C1)C1=NN(C=C1NC(=O)C=1C=NN2C1N=CC=C2)CC(=O)N2CCN(CC2)CCN2CCC(CC2)(C(=O)OC)C)OC(F)F (methyl 1-[2-[4-(2-[3-[5-chloro-2-(difluoromethoxy)phenyl]-4-[pyrazolo[1,5-a]pyrimidine-3-amido]-1H-pyrazol-1-yl]acetyl)piperazin-1-yl]ethyl]-4-methylpiperidine-4-carboxylate formate). RXN SMILES: [Cl:1][C:2]1[CH:3]=[CH:4][C:5]([O:47][CH:48]([F:50])[F:49])=[C:6]([C:8]2[C:12]([NH:13][C:14]([C:16]3[CH:17]=[N:18][N:19]4[CH:24]=[CH:23][CH:22]=[N:21][C:20]=34)=[O:15])=[CH:11][N:10]([CH2:25][C:26]([N:28]3[CH2:33][CH2:32][N:31]([CH2:34][CH2:35]N4CCC([C:42]([O:44]CC)=[O:43])CC4)[CH2:30][CH2:29]3)=[O:27])[N:9]=2)[CH:7]=1.Cl.[CH3:52][C:53]1([C:59]([O:61][CH3:62])=[O:60])[CH2:58][CH2:57][NH:56][CH2:55][CH2:54]1>>[CH:42]([OH:44])=[O:43].[Cl:1][C:2]1[CH:3]=[CH:4][C:5]([O:47][CH:48]([F:50])[F:49])=[C:6]([C:8]2[C:12]([NH:13][C:14]([C:16]3[CH:17]=[N:18][N:19]4[CH:24]=[CH:23][CH:22]=[N:21][C:20]=34)=[O:15])=[CH:11][N:10]([CH2:25][C:26]([N:28]3[CH2:29][CH2:30][N:31]([CH2:34][CH2:35][N:56]4[CH2:57][CH2:58][C:53]([CH3:52])([C:59]([O:61][CH3:62])=[O:60])[CH2:54][CH2:55]4)[CH2:32][CH2:33]3)=[O:27])[N:9]=2)[CH:7]=1 |f:1.2,3.4|. Procedure details: Using synthetic method analoguous to that of ethyl 1-[2-[4-(2-[3-[5-chloro-2-(difluoromethoxy)phenyl]-4-[pyrazolo[1,5-a]pyrimidine-3-amido]-1H-pyrazol-1-yl]acetyl)piperazin-1-yl]ethyl]piperidine-4-carboxylate, the title compound was prepared from methyl 4-methylpiperidine-4-carboxylate hydrochloride. LCMS (Method 24) [M+H]+=714.2, RT=1.94 min. 1H NMR (400 MHz, DMSO-d6) δ: (ppm) 9.75 (s, 1H), 9.34 (dd, 1H, J=1.6, 6.8 Hz), 8.69-8.68 (m, 2H), 8.30 (s, 1H), 7.65-7.62 (dd, 1H, J=2.8, 8.8 Hz), 7.55 (d... Starting materials: CCOC(OCC)C(=N)OC, CO, NCc1ccc(Cl)c(Cl)c1. Product: CCOC(OCC)C(=N)NCc1ccc(Cl)c(Cl)c1. As a reaction SMILES: [CH2:11]([CH3:12])[O:13][CH:14]([C:15]([O:16][CH3:17])=[NH:18])[O:19][CH2:20][CH3:21].[CH3:22][OH:23].[Cl:1][c:2]1[cH:3][c:4]([CH2:9][NH2:10])[cH:5][cH:6][c:7]1[Cl:8]>>[Cl:1][c:2]1[cH:3][c:4]([CH2:9][NH:10][C:15]([CH:14]([O:13][CH2:11][CH3:12])[O:19][CH2:20][CH3:21])=[NH:18])[cH:5][cH:6][c:7]1[Cl:8].